This data is from the Open Reaction Database (ORD), a public repository of structured organic reaction records. The task is: describe an organic reaction: reactants, conditions, products, and yield The reactants are ClC1=NC=C(C(=N1)Cl)F (2,4-dichloro-5-fluoropyrimidine), NC1=CC=C2C=C(NC2=C1)C(=O)OC (6-amino-2-(methoxycarbonyl)-(1H)-indole). Product: ClC1=NC=C(C(=N1)NC1=CC=C2C=C(NC2=C1)C(=O)OC)F (2-chloro-5-fluoro-N4-[2-(methoxycarbonyl)-(1H)-indol-6-yl]-4-pyrimidineamine). As a reaction SMILES: [Cl:1][C:2]1[N:7]=[C:6](Cl)[C:5]([F:9])=[CH:4][N:3]=1.[NH2:10][C:11]1[CH:19]=[C:18]2[C:14]([CH:15]=[C:16]([C:20]([O:22][CH3:23])=[O:21])[NH:17]2)=[CH:13][CH:12]=1>>[Cl:1][C:2]1[N:7]=[C:6]([NH:10][C:11]2[CH:19]=[C:18]3[C:14]([CH:15]=[C:16]([C:20]([O:22][CH3:23])=[O:21])[NH:17]3)=[CH:13][CH:12]=2)[C:5]([F:9])=[CH:4][N:3]=1. Reported procedure: In a like manner to the preparation of 2-chloro-N4-(3,4-ethylenedioxyphenyl)-5-fluoro-4-pyrimidineamine, 2,4-dichloro-5-fluoropyrimidine and 6-amino-2-(methoxycarbonyl)-(1H)-indole were reacted to provide 2-chloro-5-fluoro-N4-[2-(methoxycarbonyl)-(1H)-indol-6-yl]-4-pyrimidineamine which was used without further purification. LCMS: purity: 65%; MS (m/e): 322(MH+). The reactants are COc1ccc(O)cc1, CCO, C=CC(=O)OCCCCCCOc1ccc(C(=O)Oc2ccc(C(=O)OC3COC4C(OC5CCCCO5)COC34)cc2)cc1, Cc1ccc(S(=O)(=O)[O-])cc1, c1cc[nH+]cc1. Product: C=CC(=O)OCCCCCCOc1ccc(C(=O)Oc2ccc(C(=O)OC3COC4C(O)COC34)cc2)cc1. RXN SMILES: [CH3:63][O:64][c:65]1[cH:66][cH:67][c:68]([OH:69])[cH:70][cH:71]1.[CH3:72][CH2:73][OH:74].[O:1]1[CH2:2][CH2:3][CH2:4][CH2:5][CH:6]1[O:7][CH:8]1[CH2:9][O:10][CH:11]2[CH:12]1[O:13][CH2:14][CH:15]2[O:16][C:17]([c:18]1[cH:19][cH:20][c:21]([O:24][C:25]([c:26]2[cH:27][cH:28][c:29]([O:32][CH2:33][CH2:34][CH2:35][CH2:36][CH2:37][CH2:38][O:39][C:40]([CH:41]=[CH2:42])=[O:43])[cH:30][cH:31]2)=[O:44])[cH:22][cH:23]1)=[O:45].[c:46]1([CH3:47])[cH:48][cH:49][c:50]([S:51]([O-:52])(=[O:53])=[O:54])[cH:55][cH:56]1.[nH+:57]1[cH:58][cH:59][cH:60][cH:61][cH:62]1>>[OH:7][CH:8]1[CH2:9][O:10][CH:11]2[CH:12]1[O:13][CH2:14][CH:15]2[O:16][C:17]([c:18]1[cH:19][cH:20][c:21]([O:24][C:25]([c:26]2[cH:27][cH:28][c:29]([O:32][CH2:33][CH2:34][CH2:35][CH2:36][CH2:37][CH2:38][O:39][C:40]([CH:41]=[CH2:42])=[O:43])[cH:30][cH:31]2)=[O:44])[cH:22][cH:23]1)=[O:45]. The reactants are C(CCCCCCCCCCCCCCC)(=O)Cl (Palmitoyl chloride), NC(C)C(=O)O (DL-alanine), Cl (hydrochloric acid). Run in [OH-].[Na+] (sodium hydroxide). Reaction conditions: temperature 50 celsius, time 1 hour. Yields the product C(CCCCCCCCCCCCCCC)(=O)NC(C(=O)O)C (2-palmitoylaminoproprionic acid). Isolated yield 69.5%. Reaction SMILES: [C:1](Cl)(=[O:17])[CH2:2][CH2:3][CH2:4][CH2:5][CH2:6][CH2:7][CH2:8][CH2:9][CH2:10][CH2:11][CH2:12][CH2:13][CH2:14][CH2:15][CH3:16].[NH2:19][CH:20]([C:22]([OH:24])=[O:23])[CH3:21].Cl>[OH-].[Na+]>[C:1]([NH:19][CH:20]([CH3:21])[C:22]([OH:24])=[O:23])(=[O:17])[CH2:2][CH2:3][CH2:4][CH2:5][CH2:6][CH2:7][CH2:8][CH2:9][CH2:10][CH2:11][CH2:12][CH2:13][CH2:14][CH2:15][CH3:16] |f:3.4|. Procedure: The compound may be prepared using the Schotten-Baumann procedure. Palmitoyl chloride (44.0 g, 0.16 mol) is added dropwise to a solution of DL-alanine (21.4 g, 0.24 mol) in 10% aqueous sodium hydroxide (200 ml) heated at 50° C. The pH of the reaction is monitored such that the pH does not drop below 10. After the addition is complete, the reaction is stirred for a further 1 hour before it is allowed to cool to room temperature and neutralised with concentrated hydrochloric acid. The resultant pr... Starting materials: N#Cc1ncccc1Br, Cc1ccc(B(O)O)cc1, CC#N, [O-][n+]1ccccc1. Yields the product Cc1ccc(-c2cccnc2C#N)cc1. RXN SMILES: [Br:8][c:9]1[c:10]([C:15]#[N:16])[n:11][cH:12][cH:13][cH:14]1.[CH3:17][c:18]1[cH:19][cH:20][c:21]([B:24]([OH:25])[OH:26])[cH:22][cH:23]1.[CH3:27][C:28]#[N:29].[O-:1][n+:2]1[cH:3][cH:4][cH:5][cH:6][cH:7]1>>[c:9]1(-[c:21]2[cH:20][cH:19][c:18]([CH3:17])[cH:23][cH:22]2)[c:10]([C:15]#[N:16])[n:11][cH:12][cH:13][cH:14]1. The reactants are ClC=1C2=C(SC1C(=O)Cl)C=CC(=C2)OC (3-chloro-5-methoxybenzo[b]thiophene-2-carbonyl chloride), [NH4+].[OH-] (NH4OH). The solvent is C1(=CC=CC=C1)C (toluene). RXN SMILES: [Cl:1][C:2]1[C:3]2[CH:13]=[C:12]([O:14][CH3:15])[CH:11]=[CH:10][C:4]=2[S:5][C:6]=1[C:7](Cl)=[O:8].[NH4+:16].[OH-]>C1(C)C=CC=CC=1>[Cl:1][C:2]1[C:3]2[CH:13]=[C:12]([O:14][CH3:15])[CH:11]=[CH:10][C:4]=2[S:5][C:6]=1[C:7]([NH2:16])=[O:8] |f:1.2|. Procedure: To a suspension of 3-chloro-5-methoxybenzo[b]thiophene-2-carbonyl chloride (1.52 g, 5.82 mmol) [Connor D. T., et al., J. Med. Chem. 35, 935 (1992)] in 80 mL of toluene at 50° C. is added dropwise 10 mL of aqueous NH4OH. The resulting precipitate is collected by filtration and recrystallized from methanol to provide 3-chloro-5-methoxybenzo[b]thiophene2-carboxamide; mp=220°-222° C. Product: ClC=1C2=C(SC1C(=O)N)C=CC(=C2)OC (3-chloro-5-methoxybenzo[b]thiophene2-carboxamide). Starting materials: NC1=NC2=C(C=3C=C(C=NC13)CCC1=CC=C(C=C1)O)C=CC(=C2)C (4-(2-(5-amino-8-methylbenzo[f][1,7]naphthyridin-2-yl)ethyl)phenol), BrC1CCCC1 (bromocyclopentane). Product: C1(CCCC1)OC1=CC=C(CCC=2C=NC3=C(N=C4C(=C3C2)C=CC(=C4)C)N)C=C1 (2-(4-(Cyclopentyloxy)phenethyl)-8-methylbenzo[f][1,7]naphthyridin-5-amine). As a reaction SMILES: [NH2:1][C:2]1[C:11]2[N:10]=[CH:9][C:8]([CH2:12][CH2:13][C:14]3[CH:19]=[CH:18][C:17]([OH:20])=[CH:16][CH:15]=3)=[CH:7][C:6]=2[C:5]2[CH:21]=[CH:22][C:23]([CH3:25])=[CH:24][C:4]=2[N:3]=1.Br[CH:27]1[CH2:31][CH2:30][CH2:29][CH2:28]1>>[CH:27]1([O:20][C:17]2[CH:16]=[CH:15][C:14]([CH2:13][CH2:12][C:8]3[CH:9]=[N:10][C:11]4[C:6]([CH:7]=3)=[C:5]3[CH:21]=[CH:22][C:23]([CH3:25])=[CH:24][C:4]3=[N:3][C:2]=4[NH2:1])=[CH:19][CH:18]=2)[CH2:31][CH2:30][CH2:29][CH2:28]1. Reported procedure: 2-(4-(Cyclopentyloxy)phenethyl)-8-methylbenzo[f][1,7]naphthyridin-5-amine was prepared from 4-(2-(5-amino-8-methylbenzo[f][1,7]naphthyridin-2-yl)ethyl)phenol (from Example 170) following the procedure described for Example 136, but using bromocyclopentane. 1H NMR (Acetone-d6): δ 8.75 (d, 2H), 8.30 (d, 1H), 7.45 (s, 1H), 7.20 (d, 1H), 7.14 (d, 2H), 6.79 (d, 2H), 4.73-4.81 (m, 1H), 3.22 (t, 2H), 3.05 (t, 2H), 2.47 (s, 3H), 1.85-1.96 (m, 2H), 1.70-1.79 (m, 4H), 1.56-1.64 (m, 2H). LRMS [M+H]=398.2